describe an organic reaction: reactants, conditions, products, and yield From a dataset of the Open Reaction Database (ORD), a public repository of structured organic reaction records. The reactants are BrC=1SC(=CN1)[N+](=O)[O-] (2-bromo-5-nitrothiazole), CNC1=CC=C(C=C1)O (4-(N-methylamino)phenol), C(O)([O-])=O.[K+] (potassium hydrogen carbonate). Solvent: O (water). Product: CN(C=1SC(=CN1)[N+](=O)[O-])C1=CC=C(C=C1)O (4-[N-methyl-N-(5-nitro-2-thiazolyl)amino]phenol). Reaction SMILES: Br[C:2]1[S:3][C:4]([N+:7]([O-:9])=[O:8])=[CH:5][N:6]=1.[CH3:10][NH:11][C:12]1[CH:17]=[CH:16][C:15]([OH:18])=[CH:14][CH:13]=1.C(=O)([O-])O.[K+]>O>[CH3:10][N:11]([C:12]1[CH:17]=[CH:16][C:15]([OH:18])=[CH:14][CH:13]=1)[C:2]1[S:3][C:4]([N+:7]([O-:9])=[O:8])=[CH:5][N:6]=1 |f:2.3|. Reported procedure: A mixture of 2-bromo-5-nitrothiazole (4.18 g), 4-(N-methylamino)phenol and water (50 ml) was heated under reflux for a period of 18 hours. The cooled solution was neutralised with aqueous potassium hydrogen carbonate and extracted with diethyl ether. The organic extract was dried over anhydrous magnesium sulfate and the solvent removed by distillation under reduced pressure to give 4-[N-methyl-N-(5-nitro-2-thiazolyl)amino]phenol (2.51 g) as an oil. The pmr spectrum of the compound was consistent... Reactants: C(#N)C=1C=C(C=CC1)N(C(C)=O)[C@@H]1C[C@@H](N(C2=CC=CC=C12)C(C1=CC=C(C=C1)OC)=O)C ((2S, 4R)-N-(3-cyano-phenyl)-N-[1-(4-methoxy-benzoyl)-2-methyl-1,2,3,4-tetrahydro-quinolin-4-yl]-acetamide), [BH4-].[Na+] (Sodium borohydride), C(#N)C=1C=C(C=CC1)N(C(C)=O)[C@@H]1C[C@@H](N(C2=CC=CC=C12)C(C1=CC=C(C=C1)OC)=O)C ((2S, 4R)-N-(3-cyano-phenyl)-N-[1-(4-methoxy-benzoyl)-2-methyl-1,2,3,4-tetrahydro-quinolin-4-yl]-acetamide), FC1=CC=C(C(=O)Cl)C=C1 (4-fluorobenzoyl chloride). Product: C(#N)C=1C=C(C=CC1)N(C(C)=O)[C@@H]1C[C@@H](N(C2=CC=CC=C12)C(C1=CC=C(C=C1)OC)=O)C ((2S,4R)-N-(3-cyano-phenyl)-N-[1-(4-methoxy-benzoyl)-2-methyl-1,2,3,4-tetrahydro-quinolin-4-yl]-acetamide), NCC=1C=C(C=CC1)N(C(C)=O)[C@@H]1C[C@@H](N(C2=CC=CC=C12)C(C1=CC=C(C=C1)OC)=O)C ((2S,4R)-N-(3-Aminomethyl-phenyl)-N-[1-(4-methoxy-benzoyl)-2-methyl-1,2,3,4-tetrahydro-quinolin-4-yl]-acetamide). Run in C(C)O (ethanol). Reagents/catalysts: [Co](Cl)Cl (cobalt chloride). Reported procedure: (2S,4R)-N-(3-Aminomethyl-phenyl)-N-[1-(4-methoxy-benzoyl)-2-methyl-1,2,3,4-tetrahydro-quinolin-4-yl]-acetamide was prepared from (2S, 4R)-N-(3-cyano-phenyl)-N-[1-(4-methoxy-benzoyl)-2-methyl-1,2,3,4-tetrahydro-quinolin-4-yl]-acetamide. (2S,4R)-N-(3-cyano-phenyl)-N-[1-(4-methoxy-benzoyl)-2-methyl-1,2,3,4-tetrahydro-quinolin-4-yl]-acetamide was prepared following standard procedure C, substituting 3-cyanophenylboronic acid for 4-fluorobenzoyl chloride. To a mixture of (2S, 4R)-N-(3-cyano-phenyl)-N... The yield is 10.0%. Reaction SMILES: [C:1]([C:3]1[CH:4]=[C:5]([N:9]([C@H:13]2[C:22]3[C:17](=[CH:18][CH:19]=[CH:20][CH:21]=3)[N:16]([C:23](=[O:32])[C:24]3[CH:29]=[CH:28][C:27]([O:30][CH3:31])=[CH:26][CH:25]=3)[C@@H:15]([CH3:33])[CH2:14]2)[C:10](=[O:12])[CH3:11])[CH:6]=[CH:7][CH:8]=1)#[N:2].FC1C=CC(C(Cl)=O)=CC=1.[BH4-].[Na+]>C(O)C.[Co](Cl)Cl>[C:1]([C:3]1[CH:4]=[C:5]([N:9]([C@H:13]2[C:22]3[C:17](=[CH:18][CH:19]=[CH:20][CH:21]=3)[N:16]([C:23](=[O:32])[C:24]3[CH:29]=[CH:28][C:27]([O:30][CH3:31])=[CH:26][CH:25]=3)[C@@H:15]([CH3:33])[CH2:14]2)[C:10](=[O:12])[CH3:11])[CH:6]=[CH:7][CH:8]=1)#[N:2].[NH2:2][CH2:1][C:3]1[CH:4]=[C:5]([N:9]([C@H:13]2[C:22]3[C:17](=[CH:18][CH:19]=[CH:20][CH:21]=3)[N:16]([C:23](=[O:32])[C:24]3[CH:25]=[CH:26][C:27]([O:30][CH3:31])=[CH:28][CH:29]=3)[C@@H:15]([CH3:33])[CH2:14]2)[C:10](=[O:12])[CH3:11])[CH:6]=[CH:7][CH:8]=1 |f:2.3|. Conditions: time 30 minute. Starting materials: BrC=1C=C2C=C(NC2=CC1)C1=CC=CC=C1 (5-bromo-2-phenylindole), [Cl-].[NH4+] (ammonium chloride), [H-].[Na+] (sodium hydride), C1(=CC=CC=C1)S(=O)(=O)Cl (benzenesulfonyl chloride). Run in CN(C=O)C (N,N-dimethylformamide), O (water), CN(C=O)C (N,N-dimethylformamide). Conditions: time 1 hour. Product: C1(=CC=CC=C1)S(=O)(=O)N1C(=CC2=CC(=CC=C12)Br)C1=CC=CC=C1 (1-Benzenesulfonyl-5-bromo-2-phenylindole). RXN SMILES: [H-].[Na+].[Br:3][C:4]1[CH:5]=[C:6]2[C:10](=[CH:11][CH:12]=1)[NH:9][C:8]([C:13]1[CH:18]=[CH:17][CH:16]=[CH:15][CH:14]=1)=[CH:7]2.[C:19]1([S:25](Cl)(=[O:27])=[O:26])[CH:24]=[CH:23][CH:22]=[CH:21][CH:20]=1.[Cl-].[NH4+]>CN(C)C=O.O>[C:19]1([S:25]([N:9]2[C:10]3[C:6](=[CH:5][C:4]([Br:3])=[CH:12][CH:11]=3)[CH:7]=[C:8]2[C:13]2[CH:18]=[CH:17][CH:16]=[CH:15][CH:14]=2)(=[O:27])=[O:26])[CH:24]=[CH:23][CH:22]=[CH:21][CH:20]=1 |f:0.1,4.5|. Reported procedure: To a suspension of sodium hydride (in oil, minimum 55%, 801 mg) in N,N-dimethylformamide (30 mL) was added dropwise a solution of 5-bromo-2-phenylindole (3.33 g) in N,N-dimethylformamide (30 mL) under cooling with ice and under an argon atmosphere, and the mixture was stirred at room temperature for one hour and a half. Then benzenesulfonyl chloride (1.88 mL) was added dropwise and the stirring was continued for additional 17 hours. A saturated aqueous ammonium chloride solution and water were a... Reactants: CCCC(=O)C(=O)O (2-oxo-n-valeric acid), C(C)(=O)C=1C=NC=CC1 (3-acetylpyridine). The product is O=C(C\C(\C(=O)O)=C/CC)C=1C=NC=CC1 (γ-oxo-α-[(E)-propylidene]-3-pyridinebutyric acid). RXN SMILES: [CH3:1][CH2:2][CH2:3][C:4]([C:6]([OH:8])=[O:7])=O.[C:9]([C:12]1[CH:13]=[N:14][CH:15]=[CH:16][CH:17]=1)(=[O:11])[CH3:10]>>[O:11]=[C:9]([C:12]1[CH:13]=[N:14][CH:15]=[CH:16][CH:17]=1)[CH2:10]/[C:4](=[CH:3]\[CH2:2][CH3:1])/[C:6]([OH:8])=[O:7]. Reported procedure: In a manner analogous to that described above, by an aldol condensation of 2-oxo-n-valeric acid with 3-acetylpyridine there is obtained γ-oxo-α-[(E)-propylidene]-3-pyridinebutyric acid, MS: 219 (M+H)+. Ring closure with hydrazine yields 4-propyl-6-(3-pyridyl)-3(2H)-pyridazinone, MS: 215 (M)+, which is converted into the corresponding chloride, 3-chloro-4-propyl-6-(3-pyridyl)pyridazine, MS: 233 (M)+. Hydrazinolysis to 3-hydrazino-4-propyl-6-(3-pyridyl)pyridazine, MS: 229 (M)+, and condensation wi... Reactants: C(C)(=O)N/C=C/SC1=C(N2C([C@@H]([C@H]2C1)[C@H](C)O)=O)C(=O)[O-].[Na+] (Sodium (5R,6S)-3-[(E)-2-acetamidoethenylthio]-6-[(S)-1-hydroxyethyl]-7-oxo-1-azabicyclo[3.2.0]hept-2-ene-2-carboxylate), C(C)(C)(C)[Si](C1=CC=CC=C1)(C1=CC=CC=C1)Cl (tert-butylchlorodiphenylsilane). The reagents and catalysts are C1COCCOCCOCCOCCO1 (15-crown-5). The solvent is O1CCCC1 (tetrahydrofuran). Run at time 20 hour. Yields the product C(C)(=O)N/C=C/SC1=C(N2C([C@@H]([C@H]2C1)[C@H](C)O)=O)C(=O)O[Si](C1=CC=CC=C1)(C1=CC=CC=C1)C(C)(C)C (tert-Butyldiphenylsilyl (5R,6S)-3-[(E)-2-acetamidoethenylthio]-6-[(S)-1-hydroxyethyl]-7-oxo-1-azabicyclo[3.2.0]hept-2-ene-2-carboxylate). Isolated yield 24.3%. Reaction SMILES: [C:1]([NH:4]/[CH:5]=[CH:6]/[S:7][C:8]1[CH2:14][C@H:13]2[N:10]([C:11](=[O:18])[C@@H:12]2[C@@H:15]([OH:17])[CH3:16])[C:9]=1[C:19]([O-:21])=[O:20])(=[O:3])[CH3:2].[Na+].[C:23]([Si:27](Cl)([C:34]1[CH:39]=[CH:38][CH:37]=[CH:36][CH:35]=1)[C:28]1[CH:33]=[CH:32][CH:31]=[CH:30][CH:29]=1)([CH3:26])([CH3:25])[CH3:24]>O1CCCC1.C1OCCOCCOCCOCCOC1>[C:1]([NH:4]/[CH:5]=[CH:6]/[S:7][C:8]1[CH2:14][C@H:13]2[N:10]([C:11](=[O:18])[C@@H:12]2[C@@H:15]([OH:17])[CH3:16])[C:9]=1[C:19]([O:21][Si:27]([C:23]([CH3:26])([CH3:25])[CH3:24])([C:34]1[CH:35]=[CH:36][CH:37]=[CH:38][CH:39]=1)[C:28]1[CH:33]=[CH:32][CH:31]=[CH:30][CH:29]=1)=[O:20])(=[O:3])[CH3:2] |f:0.1|. Procedure details: Sodium (5R,6S)-3-[(E)-2-acetamidoethenylthio]-6-[(S)-1-hydroxyethyl]-7-oxo-1-azabicyclo[3.2.0]hept-2-ene-2-carboxylate (e64) (50 mg, 50% pure material) in dry tetrahydrofuran (THF) (5 ml) containing 15-crown-5 crown ether (2 drops) and 3 A molecular sieves was treated with tert-butylchlorodiphenylsilane (80 mg). After stirring at r.t. for 20 hr., the THF was evaporated in vacuo and the mixture loaded onto a silica gel column (10 g) and the column eluted with chloroform (10 ml) followed by a chlo... The reactants are [H-].[Na+] (Sodium hydride), C1COC2(CCCCC2O)O1 (6-hydroxycyclohexanone ethylene ketal), C(C1=CC=CC=C1)Br (benzyl bromide), CN(C)C=O (DMF). Reagents/catalysts: [I-].C(CCC)[N+](CCCC)(CCCC)CCCC (tetra-n-butylammonium iodide). Run at temperature 65 celsius, time 1 hour. The product is C1COC2(CCC(CC2)OCC2=CC=CC=C2)O1 (4-Benzyloxycyclohexanone ethylene ketal). The yield is 70.0%. As a reaction SMILES: [H-].[Na+].[CH2:3]1[O:13][C:6]2([CH:11](O)[CH2:10][CH2:9][CH2:8][CH2:7]2)[O:5][CH2:4]1.[CH2:14](Br)[C:15]1[CH:20]=[CH:19][CH:18]=[CH:17][CH:16]=1.CN(C=[O:26])C>[I-].C([N+](CCCC)(CCCC)CCCC)CCC>[CH2:3]1[O:13][C:6]2([CH2:11][CH2:10][CH:9]([O:26][CH2:14][C:15]3[CH:20]=[CH:19][CH:18]=[CH:17][CH:16]=3)[CH2:8][CH2:7]2)[O:5][CH2:4]1 |f:0.1,5.6|. Procedure details: Sodium hydride (60% oil dispersion, 2.2 g, 56 mmol) was added in portions to a solution of 6-hydroxycyclohexanone ethylene ketal (39) (8.8 g, 51 mmol), benzyl bromide (9.6 g, 5.6 mmol), and tetra-n-butylammonium iodide (50 mg) in dry DMF (50 mL) at 25° C. (Step 36). The mixture was stirred for 1 hr at 65° C., poured over ice and then extracted with ether (2×50 mL). The combined ether extract was washed with water (3×50 mL), dried (MgSO4) and solvent was removed. Chromatography on silica gel usin... Reactants: BrCCCC1SC2=C(NC1=O)C=CC=C2 (2-(3-bromopropyl)-2H-1,4-benzothiazin-3(4H)-one), [C-]#N.[Na+] (sodium cyanide). Run in O (water), CS(=O)C (dimethyl sulfoxide). Reaction conditions: time 3 hour. The product is C(#N)CCCC1SC2=C(NC1=O)C=CC=C2 (2-(3-cyanopropyl)-2H-1,4-benzothiazin-3(4H)-one). Yield: 66.8%. RXN SMILES: Br[CH2:2][CH2:3][CH2:4][CH:5]1[C:10](=[O:11])[NH:9][C:8]2[CH:12]=[CH:13][CH:14]=[CH:15][C:7]=2[S:6]1.[C-:16]#[N:17].[Na+]>CS(C)=O.O>[C:16]([CH2:2][CH2:3][CH2:4][CH:5]1[C:10](=[O:11])[NH:9][C:8]2[CH:12]=[CH:13][CH:14]=[CH:15][C:7]=2[S:6]1)#[N:17] |f:1.2|. Reported procedure: To a solution of 2.86 g of 2-(3-bromopropyl)-2H-1,4-benzothiazin-3(4H)-one in 10 ml of dimethyl sulfoxide was added 0.54 g of sodium cyanide. The mixture was stirred at room temperature for 3 hours and diluted with water. The resulting crystals were collected by filtration and washed with water. Recrystallization from methanol gave 1.55 g (66.7%) of 2-(3-cyanopropyl)-2H-1,4-benzothiazin-3(4H)-one as prisms, m.p. 107°-108° C. Reactants: ClCC1=NC(=NO1)C=1N=CN2C1CN(C(C1=C2C=CC(=C1)F)=O)C (3-(5-chloromethyl-1,2,4-oxadiazol-3-yl)-8-fluoro-5-methyl-5,6-dihydro-4H-imidazo[1,5-a][1,4]benzodiazepin-6-one), C(C)N (ethylamine). The solvent is CN(C=O)C (N,N-dimethylformamide), CCOCC (ether). Reaction conditions: time 16 hour. Product: C(C)NCC1=NC(=NO1)C=1N=CN2C1CN(C(C1=C2C=CC(=C1)F)=O)C (3-(5-ethylaminomethyl-1,2,4-oxadiazol-3-yl)-8-fluoro-5-methyl-5,6-dihydro-4H-imidazo[1,5-a][1,4]benzodiazepin-6-one). The yield is 59.0%. Reaction SMILES: Cl[CH2:2][C:3]1[O:7][N:6]=[C:5]([C:8]2[N:9]=[CH:10][N:11]3[C:17]4[CH:18]=[CH:19][C:20]([F:22])=[CH:21][C:16]=4[C:15](=[O:23])[N:14]([CH3:24])[CH2:13][C:12]=23)[N:4]=1.[CH2:25]([NH2:27])[CH3:26]>CN(C)C=O.CCOCC>[CH2:25]([NH:27][CH2:2][C:3]1[O:7][N:6]=[C:5]([C:8]2[N:9]=[CH:10][N:11]3[C:17]4[CH:18]=[CH:19][C:20]([F:22])=[CH:21][C:16]=4[C:15](=[O:23])[N:14]([CH3:24])[CH2:13][C:12]=23)[N:4]=1)[CH3:26]. Procedure details: 0.66 g (1.9 mmol) of 3-(5-chloromethyl-1,2,4-oxadiazol-3-yl)-8-fluoro-5-methyl-5,6-dihydro-4H-imidazo[1,5-a][1,4]benzodiazepin-6-one was dissolved in 20 ml of N,N-dimethylformamide. A weak stream of ethylamine gas was introduced at room temperature, the reaction temperature rising to 36°. After stirring at room temperature for 16 hrs. the solution obtained was completely freed from the solvents. The residue was chromatographed over silica gel with methylene chloride/methanol 19:1 as the eluent. ... Reactants: CCOC(=O)C=P(c1ccccc1)(c1ccccc1)c1ccccc1, CC(C)C[Al+]CC(C)C, ClCCl, CCOC(=O)CF, [H-]. Product: CCOC(=O)C=CCF. As a reaction SMILES: [C:18](=[O:19])([O:20][CH2:21][CH3:22])[CH:23]=[P:24]([c:25]1[cH:26][cH:27][cH:28][cH:29][cH:30]1)([c:31]1[cH:32][cH:33][cH:34][cH:35][cH:36]1)[c:37]1[cH:38][cH:39][cH:40][cH:41][cH:42]1.[CH2:9]([Al+:10][CH2:11][CH:12]([CH3:13])[CH3:14])[CH:15]([CH3:16])[CH3:17].[Cl:43][CH2:44][Cl:45].[F:1][CH2:2][C:3]([O:4][CH2:5][CH3:6])=[O:7].[H-:8]>>[F:1][CH2:2][CH:3]=[CH:23][C:18](=[O:19])[O:20][CH2:21][CH3:22]. Starting materials: [H-].[Na+] (sodium hydride), CN(C=O)C (N,N-dimethylformamide), ClC1=C(CCl)C(=CC=C1[N+](=O)[O-])Cl (2,6-dichloro-3-nitrobenzyl chloride), OC=1C=CC=C2C=CC(=NC12)C (8-hydroxy-2-methylquinoline). The reagents and catalysts are [I-].C(CCC)[N+](CCCC)(CCCC)CCCC (tetrabutylammonium iodide). Run in O (water). Conditions: time 30 minute. The product is ClC1=C(COC=2C=CC=C3C=CC(=NC23)C)C(=CC=C1[N+](=O)[O-])Cl (8-(2,6-dichloro-3-nitrobenzyloxy)-2-methylquinoline). The yield is 89.3%. As a reaction SMILES: [H-].[Na+].CN(C)C=O.[OH:8][C:9]1[CH:10]=[CH:11][CH:12]=[C:13]2[C:18]=1[N:17]=[C:16]([CH3:19])[CH:15]=[CH:14]2.[Cl:20][C:21]1[C:28]([N+:29]([O-:31])=[O:30])=[CH:27][CH:26]=[C:25]([Cl:32])[C:22]=1[CH2:23]Cl>[I-].C([N+](CCCC)(CCCC)CCCC)CCC.O>[Cl:20][C:21]1[C:28]([N+:29]([O-:31])=[O:30])=[CH:27][CH:26]=[C:25]([Cl:32])[C:22]=1[CH2:23][O:8][C:9]1[CH:10]=[CH:11][CH:12]=[C:13]2[C:18]=1[N:17]=[C:16]([CH3:19])[CH:15]=[CH:14]2 |f:0.1,5.6|. Reported procedure: To a mixture of sodium hydride (40% in oil, 2.64 g) and N,N-dimethylformamide (100 ml) was added 8-hydroxy-2-methylquinoline (10 g) in an ice-water bath. The mixture was stirred for 30 minutes at the same temperature and then 2,6-dichloro-3-nitrobenzyl chloride (15.1 g) and tetrabutylammonium iodide (100 mg) were added therein. The reaction mixture was stirred at ambient temperature for 1 hour. To this mixture was added water (100 ml) in an ice-water bath. The precipitates were collected by vacu...